This data is from the Open Reaction Database (ORD), a public repository of structured organic reaction records. The task is: describe an organic reaction: reactants, conditions, products, and yield The reactants are CCCCC1CCNCC1, CC#N, ClCCCSc1nc2ccccc2s1, [I-], [K+], [K+], [Na+], O=C([O-])[O-], O. The product is CCCCC1CCN(CCCSc2nc3ccccc3s2)CC1. RXN SMILES: [CH2:1]([CH2:2][CH2:3][CH3:4])[CH:5]1[CH2:6][CH2:7][NH:8][CH2:9][CH2:10]1.[CH3:34][C:35]#[N:36].[Cl:11][CH2:12][CH2:13][CH2:14][S:15][c:16]1[s:17][c:18]2[c:19]([n:20]1)[cH:21][cH:22][cH:23][cH:24]2.[I-:26].[K+:27].[K+:28].[Na+:25].[O-:29][C:30]([O-:31])=[O:32].[OH2:33]>>[CH2:1]([CH2:2][CH2:3][CH3:4])[CH:5]1[CH2:6][CH2:7][N:8]([CH2:12][CH2:13][CH2:14][S:15][c:16]2[s:17][c:18]3[c:19]([n:20]2)[cH:21][cH:22][cH:23][cH:24]3)[CH2:9][CH2:10]1. RXN SMILES: [Cl:29][c:30]1[n:31][c:32]([S:36][CH3:37])[n:33][cH:34][cH:35]1.[c:1]1([CH:7]([CH3:8])[NH:9][c:10]2[n:11][cH:12][cH:13][c:14](-[n:16]3[cH:17][n:18][c:19]4[c:20]3[cH:21][cH:22][c:23]([Sn:25]([CH3:26])([CH3:27])[CH3:28])[cH:24]4)[n:15]2)[cH:2][cH:3][cH:4][cH:5][cH:6]1>>[c:1]1([CH:7]([CH3:8])[NH:9][c:10]2[n:11][cH:12][cH:13][c:14](-[n:16]3[cH:17][n:18][c:19]4[c:20]3[cH:21][cH:22][c:23](-[c:30]3[n:31][c:32]([S:36][CH3:37])[n:33][cH:34][cH:35]3)[cH:24]4)[n:15]2)[cH:2][cH:3][cH:4][cH:5][cH:6]1. The product is CSc1nccc(-c2ccc3c(c2)ncn3-c2ccnc(NC(C)c3ccccc3)n2)n1. Starting materials: CSc1nccc(Cl)n1, CC(Nc1nccc(-n2cnc3cc([Sn](C)(C)C)ccc32)n1)c1ccccc1. Starting materials: COc1ccc(CCCCC(=O)N2C(=O)OCC2c2ccccc2)cc1, C[Si](C)(C)[N-][Si](C)(C)C, CCOC(C)=O, [Na+], CC1(C)C2CCC1(CS(=O)(=O)O)C(=O)C2, C1CCOC1, O. The product is COc1ccc(CCCC(O)C(=O)N2C(=O)OCC2c2ccccc2)cc1. RXN SMILES: [CH3:1][O:2][c:3]1[cH:4][cH:5][c:6]([CH2:9][CH2:10][CH2:11][CH2:12][C:13](=[O:14])[N:15]2[C:16](=[O:26])[O:17][CH2:18][CH:19]2[c:20]2[cH:21][cH:22][cH:23][cH:24][cH:25]2)[cH:7][cH:8]1.[CH3:27][Si:28]([CH3:29])([CH3:30])[N-:31][Si:32]([CH3:33])([CH3:34])[CH3:35].[CH3:52][CH2:53][O:54][C:55](=[O:56])[CH3:57].[Na+:36].[O:37]=[S:38](=[O:39])([OH:40])[CH2:41][C:42]12[CH2:43][CH2:44][CH:45]([C:46]1([CH3:47])[CH3:48])[CH2:49][C:50]2=[O:51].[O:58]1[CH2:59][CH2:60][CH2:61][CH2:62]1.[OH2:63]>>[CH3:1][O:2][c:3]1[cH:4][cH:5][c:6]([CH2:9][CH2:10][CH2:11][CH:12]([C:13](=[O:14])[N:15]2[C:16](=[O:26])[O:17][CH2:18][CH:19]2[c:20]2[cH:21][cH:22][cH:23][cH:24][cH:25]2)[OH:37])[cH:7][cH:8]1. The product is Fc1ccccc1SCCCl. Reaction SMILES: [Cl:12][CH2:13][CH2:14][Cl:15].[F:1][c:2]1[c:3]([SH:8])[cH:4][cH:5][cH:6][cH:7]1.[Na+:10].[OH-:9].[OH2:11]>>[F:1][c:2]1[c:3]([S:8][CH2:14][CH2:13][Cl:12])[cH:4][cH:5][cH:6][cH:7]1. Reactants: ClCCCl, Fc1ccccc1S, [Na+], [OH-], O. Reactants: ClC1=NC=C(C(=N1)Cl)F (2,4-dichloro-5-fluoropyrimidine), ClC1=CC=C(C=C1)B(O)O (p-chlorophenylboronic acid), C([O-])([O-])=O.[K+].[K+] (potassium carbonate), B(O)O (boronic acid). Run in O1CCCC1 (tetrahydrofuran), O (water), C(C)(=O)OCC (ethyl acetate). Yields the product ClC1=NC=C(C(=N1)C1=CC=C(C=C1)Cl)F (2-chloro-4-(4-chloro-phenyl)-5-fluoro-pyrimidine). Yield: 13.7%. Reaction SMILES: [Cl:1][C:2]1[N:7]=[C:6](Cl)[C:5]([F:9])=[CH:4][N:3]=1.[Cl:10][C:11]1[CH:16]=[CH:15][C:14](B(O)O)=[CH:13][CH:12]=1.C(=O)([O-])[O-].[K+].[K+].B(O)O>O1CCCC1.O.C(OCC)(=O)C>[Cl:1][C:2]1[N:7]=[C:6]([C:14]2[CH:15]=[CH:16][C:11]([Cl:10])=[CH:12][CH:13]=2)[C:5]([F:9])=[CH:4][N:3]=1 |f:2.3.4|. Reported procedure: A mixture of 5.0 g 2,4-dichloro-5-fluoropyrimidine, 4.683 g p-chlorophenylboronic acid, 1.730 g tetrakistriphenylphosphinpalladium and 8.278 g potassium carbonate in 125 mL tetrahydrofuran and 125 mL water was heated to reflux for 3 h. The reaction mixture was cooled to room temperature and diluted with ethyl acetate. The phases were separated and the organic phase was washed with brine dried over sodium sulfate and evaporated. The solid residue was triturated in ca 60 mL methanol for 30 min. Th... As a reaction SMILES: [C:1]([CH3:2])([CH3:3])([CH3:4])[Si:5]([c:6]1[cH:7][cH:8][cH:9][cH:10][cH:11]1)([c:12]1[cH:13][cH:14][cH:15][cH:16][cH:17]1)[Cl:18].[C:24]([CH3:25])([CH3:26])([CH3:27])[O:28][C:29]([NH:30][CH:31]([CH:32]([CH3:33])[OH:34])[c:35]1[cH:36][c:37]([F:43])[c:38]([F:42])[c:39]([F:41])[cH:40]1)=[O:44].[CH3:51][CH2:52][O:53][C:54](=[O:55])[CH3:56].[O:19]=[CH:20][N:21]([CH3:22])[CH3:23].[OH2:50].[nH:45]1[cH:46][cH:47][n:48][cH:49]1>>[C:1]([CH3:2])([CH3:3])([CH3:4])[Si:5]([c:6]1[cH:7][cH:8][cH:9][cH:10][cH:11]1)([c:12]1[cH:13][cH:14][cH:15][cH:16][cH:17]1)[O:34][CH:32]([CH:31]([NH:30][C:29]([O:28][C:24]([CH3:25])([CH3:26])[CH3:27])=[O:44])[c:35]1[cH:36][c:37]([F:43])[c:38]([F:42])[c:39]([F:41])[cH:40]1)[CH3:33]. Product: CC(O[Si](c1ccccc1)(c1ccccc1)C(C)(C)C)C(NC(=O)OC(C)(C)C)c1cc(F)c(F)c(F)c1. Reactants: CC(C)(C)[Si](Cl)(c1ccccc1)c1ccccc1, CC(O)C(NC(=O)OC(C)(C)C)c1cc(F)c(F)c(F)c1, CCOC(C)=O, CN(C)C=O, O, c1c[nH]cn1. Reactants: Brc1ccccn1, CCOC(=O)C(F)(F)Br, CC(=O)OC(C)C, [Cu], CN(C)C=O. The product is CCOC(=O)C(F)(F)c1ccccn1. RXN SMILES: [Br:1][c:2]1[cH:3][cH:4][cH:5][cH:6][n:7]1.[Br:8][C:9]([C:10](=[O:11])[O:12][CH2:13][CH3:14])([F:15])[F:16].[C:17]([O:18][CH:19]([CH3:20])[CH3:21])(=[O:22])[CH3:23].[Cu:24].[O:25]=[CH:26][N:27]([CH3:28])[CH3:29]>>[c:2]1([C:9]([C:10](=[O:11])[O:12][CH2:13][CH3:14])([F:15])[F:16])[cH:3][cH:4][cH:5][cH:6][n:7]1. Starting materials: CN(C)C=CC(=O)c1cccnc1, CCO, Cc1ccc(S(=O)(=O)O)cc1. Yields the product CCOC=CC(=O)c1cccnc1. Reaction SMILES: [CH3:1][N:2]([CH:3]=[CH:4][C:5](=[O:6])[c:7]1[cH:8][n:9][cH:10][cH:11][cH:12]1)[CH3:13].[CH3:25][CH2:26][OH:27].[c:14]1([CH3:15])[cH:16][cH:17][c:18]([S:19]([OH:20])(=[O:21])=[O:22])[cH:23][cH:24]1>>[CH:3](=[CH:4][C:5](=[O:6])[c:7]1[cH:8][n:9][cH:10][cH:11][cH:12]1)[O:27][CH2:26][CH3:25]. Reactants: COS(=O)(=O)OC, CC(C)=O, C#CCn1c(=O)sc2cc(F)c(-n3c(=O)cc(C(F)(F)F)[nH]c3=O)cc21, [Na+], [Na+], O=C([O-])[O-]. Yields the product C#CCn1c(=O)sc2cc(F)c(-n3c(OC)nc(C(F)(F)F)cc3=O)cc21. Reaction SMILES: [CH3:27][O:28][S:29]([O:30][CH3:31])(=[O:32])=[O:33].[CH3:40][C:41](=[O:42])[CH3:43].[F:1][c:2]1[cH:3][c:4]2[c:5]([n:6]([CH2:10][C:11]#[CH:12])[c:7](=[O:9])[s:8]2)[cH:13][c:14]1-[n:15]1[c:16](=[O:26])[nH:17][c:18]([C:22]([F:23])([F:24])[F:25])[cH:19][c:20]1=[O:21].[Na+:34].[Na+:35].[O-:36][C:37](=[O:38])[O-:39]>>[F:1][c:2]1[cH:3][c:4]2[c:5]([n:6]([CH2:10][C:11]#[CH:12])[c:7](=[O:9])[s:8]2)[cH:13][c:14]1-[n:15]1[c:16]([O:26][CH3:27])[n:17][c:18]([C:22]([F:23])([F:24])[F:25])[cH:19][c:20]1=[O:21]. The reactants are ClC1=CC=C(C=C1)S(=O)(=O)Cl (p-chlorobenzenesulfonyl chloride), C([O-])([O-])=O.[K+].[K+] (potassium carbonate), C(C)(=O)OCC (ethyl acetate), NC(C(=O)O)CCO ((RS)-2-amino-4-hydroxybutanoic acid). Run in C1CCOC1 (THF), O (water). Reaction conditions: temperature 0 celsius, time 8 hour. The product is ClC1=CC=C(C=C1)S(=O)(=O)NC1C(=O)OCC1 ((RS)-2-(4-chlorobenzenesulfonylamino)-4-butanolide). Yield: 60.6%. RXN SMILES: [NH2:1][CH:2]([CH2:6][CH2:7][OH:8])[C:3]([OH:5])=O.C(=O)([O-])[O-].[K+].[K+].C(OCC)(=O)C.[Cl:21][C:22]1[CH:27]=[CH:26][C:25]([S:28](Cl)(=[O:30])=[O:29])=[CH:24][CH:23]=1>O.C1COCC1>[Cl:21][C:22]1[CH:27]=[CH:26][C:25]([S:28]([NH:1][CH:2]2[CH2:6][CH2:7][O:8][C:3]2=[O:5])(=[O:30])=[O:29])=[CH:24][CH:23]=1 |f:1.2.3|. Reported procedure: (RS)-2-amino-4-hydroxybutanoic acid (2.0438 g) was dissolved in water (20 ml). The solution was cooled to 0° C., and potassium carbonate (5.217 g) and ethyl acetate (20 ml) were added. Then, p-chlorobenzenesulfonyl chloride (9.0536 g) and THF (2 ml) were added, and the whole was stirred overnight. After the reaction was completed, the ethyl acetate layer was separated. The aqueous layer was acidified with 2N HCl and extracted with ethyl acetate. The combined ethyl acetate layers were concentrate...